From a dataset of the Open Reaction Database (ORD), a public repository of structured organic reaction records. describe an organic reaction: reactants, conditions, products, and yield The reactants are CCOCC, CCOCC, CCCCCC, [Cu+2], O=S(=O)([O-])[O-], O, NNc1nc(F)c(F)c(CO)c1F. The product is OCc1c(F)cnc(F)c1F. As a reaction SMILES: [CH2:19]([O:20][CH2:21][CH3:22])[CH3:23].[CH3:14][CH2:15][O:16][CH2:17][CH3:18].[CH3:24][CH2:25][CH2:26][CH2:27][CH2:28][CH3:29].[Cu+2:31].[O-:32][S:33](=[O:34])(=[O:35])[O-:36].[OH2:30].[OH:1][CH2:2][c:3]1[c:4]([F:13])[c:5]([F:12])[n:6][c:7]([NH:10][NH2:11])[c:8]1[F:9]>>[OH:1][CH2:2][c:3]1[c:4]([F:13])[c:5]([F:12])[n:6][cH:7][c:8]1[F:9]. Reactants: ClC1=NC(=CC(=N1)N1[C@H](COCC1)C)C(C)(C)S(=O)(=O)C1=CC=NC=C1 (2-chloro-4-[(3S)-3-methylmorpholin-4-yl]-6-(2-pyridin-4-ylsulfonylpropan-2-yl)pyrimidine), CC1(OB(OC1(C)C)C1=CC=C(N)C=C1)C (4-(4,4,5,5-tetramethyl-1,3,2-dioxaborolan-2-yl)aniline), C([O-])([O-])=O.[Na+].[Na+] (sodium carbonate). Reagents/catalysts: Cl[Pd]([P](C1=CC=CC=C1)(C2=CC=CC=C2)C3=CC=CC=C3)([P](C4=CC=CC=C4)(C5=CC=CC=C5)C6=CC=CC=C6)Cl (trans-Dichlorobis (triphenylphosphine)palladium (II)). The solvent is CN(C)C=O (DMF), COCCOC.O.C(C)O (DME water ethanol). Run at temperature 80 celsius, time 5 hour. Product: C[C@@H]1N(CCOC1)C1=NC(=NC(=C1)C(C)(C)S(=O)(=O)C1=CC=NC=C1)C1=CC=C(N)C=C1 (4-[4-[(3S)-3-Methylmorpholin-4-yl]-6-(2-pyridin-4-ylsulfonylpropan-2-yl)pyrimidin-2-yl]aniline). Isolated yield 100.1%. Reaction SMILES: Cl[C:2]1[N:7]=[C:6]([N:8]2[CH2:13][CH2:12][O:11][CH2:10][C@@H:9]2[CH3:14])[CH:5]=[C:4]([C:15]([S:18]([C:21]2[CH:26]=[CH:25][N:24]=[CH:23][CH:22]=2)(=[O:20])=[O:19])([CH3:17])[CH3:16])[N:3]=1.CC1(C)C(C)(C)OB([C:35]2[CH:41]=[CH:40][C:38]([NH2:39])=[CH:37][CH:36]=2)O1.C(=O)([O-])[O-].[Na+].[Na+]>CN(C=O)C.COCCOC.O.C(O)C.Cl[Pd](Cl)([P](C1C=CC=CC=1)(C1C=CC=CC=1)C1C=CC=CC=1)[P](C1C=CC=CC=1)(C1C=CC=CC=1)C1C=CC=CC=1>[CH3:14][C@H:9]1[CH2:10][O:11][CH2:12][CH2:13][N:8]1[C:6]1[CH:5]=[C:4]([C:15]([S:18]([C:21]2[CH:26]=[CH:25][N:24]=[CH:23][CH:22]=2)(=[O:20])=[O:19])([CH3:17])[CH3:16])[N:3]=[C:2]([C:35]2[CH:41]=[CH:40][C:38]([NH2:39])=[CH:37][CH:36]=2)[N:7]=1 |f:2.3.4,6.7.8,^1:66,85|. Reported procedure: trans-Dichlorobis (triphenylphosphine)palladium (II) (0.050 g, 0.07 mmol) was added to 2-chloro-4-[(3S)-3-methylmorpholin-4-yl]-6-(2-pyridin-4-ylsulfonylpropan-2-yl)pyrimidine (0.560 g, 1.41 mmol), 4-(4,4,5,5-tetramethyl-1,3,2-dioxaborolan-2-yl)aniline (0.464 g, 2.12 mmol) and sodium carbonate (3.53 mL, 7.05 mmol) in 18% DMF in a mixture of DME:water:ethanol (7:3:2) (30 mL) at RT under nitrogen. The resulting solution was stirred at 80° C. for 5 hours. The reaction was allowed to cool and partit...